This data is from the Open Reaction Database (ORD), a public repository of structured organic reaction records. The task is: describe an organic reaction: reactants, conditions, products, and yield The reactants are C1CCOC1, CC(C)NC(C)C, O=Cc1ccccc1Cl, Clc1cccc(Cl)n1, [Li]. The product is OC(c1ccccc1Cl)c1ccc(Cl)nc1Cl. As a reaction SMILES: [CH2:26]1[O:27][CH2:28][CH2:29][CH2:30]1.[CH:9]([NH:10][CH:11]([CH3:12])[CH3:13])([CH3:14])[CH3:15].[Cl:17][c:18]1[c:19]([CH:20]=[O:21])[cH:22][cH:23][cH:24][cH:25]1.[Cl:1][c:2]1[n:3][c:4]([Cl:8])[cH:5][cH:6][cH:7]1.[Li:16]>>[Cl:1][c:2]1[n:3][c:4]([Cl:8])[cH:5][cH:6][c:7]1[CH:20]([c:19]1[c:18]([Cl:17])[cH:25][cH:24][cH:23][cH:22]1)[OH:21]. Reactants: FC1=CC=C(N)C=C1 (4-fluoroaniline), CC=1C(=NC(=NC1C)Cl)N1C(C2=CC=CC=C2CC1)C (5,6-dimethyl-4-(1-methyl-1,2,3,4-tetrahydroisoquinolin-2-yl)-2-chloropyrimidine). The solvent is CN(C=O)C (dimethylformamide). The product is Cl.CC=1C(=NC(=NC1C)NC1=CC=C(C=C1)F)N1C(C2=CC=CC=C2CC1)C (5,6-dimethyl-2-(4-fluorophenylamino)-4-(1-methyl-1,2,3,4-tetrahydroisoquinolin-2-yl)pyrimidine hydrochloride). Yield: 68.9%. Reaction SMILES: [F:1][C:2]1[CH:8]=[CH:7][C:5]([NH2:6])=[CH:4][CH:3]=1.[CH3:9][C:10]1[C:11]([N:18]2[CH2:27][CH2:26][C:25]3[C:20](=[CH:21][CH:22]=[CH:23][CH:24]=3)[CH:19]2[CH3:28])=[N:12][C:13]([Cl:17])=[N:14][C:15]=1[CH3:16]>CN(C)C=O>[ClH:17].[CH3:9][C:10]1[C:11]([N:18]2[CH2:27][CH2:26][C:25]3[C:20](=[CH:21][CH:22]=[CH:23][CH:24]=3)[CH:19]2[CH3:28])=[N:12][C:13]([NH:6][C:5]2[CH:7]=[CH:8][C:2]([F:1])=[CH:3][CH:4]=2)=[N:14][C:15]=1[CH3:16] |f:3.4|. Reported procedure: After 4-fluoroaniline(1.0 ml, 10 mmol) was added to a mixture solution of 5,6-dimethyl-4-(1-methyl-1,2,3,4-tetrahydroisoquinolin-2-yl)-2-chloropyrimidine(1.4 g, 4.8 mmol) and dimethylformamide(10 ml), 1.32 g of the title compound was obtained in accordance with the same procedure as in Step 2 of Example 1. Reactants: Cc1cc(C)c(C)c(OCCCC(=O)O)c1, CC(CCCN(C)C)N=C=N, CCOC(C)=O, ClCCl, Cl, O, OCC(Cl)(Cl)Cl. The product is Cc1cc(C)c(C)c(OCCCC(=O)OCC(Cl)(Cl)Cl)c1. Reaction SMILES: [CH3:1][c:2]1[c:3]([O:4][CH2:5][CH2:6][CH2:7][C:8](=[O:9])[OH:10])[cH:11][c:12]([CH3:16])[cH:13][c:14]1[CH3:15].[CH3:24][N:25]([CH3:26])[CH2:27][CH2:28][CH2:29][CH:30]([N:31]=[C:32]=[NH:33])[CH3:34].[CH3:39][CH2:40][O:41][C:42]([CH3:43])=[O:44].[Cl:35][CH2:36][Cl:37].[ClH:23].[OH2:38].[OH:17][CH2:18][C:19]([Cl:20])([Cl:21])[Cl:22]>>[CH3:1][c:2]1[c:3]([O:4][CH2:5][CH2:6][CH2:7][C:8](=[O:9])[O:10][CH2:18][C:19]([Cl:20])([Cl:21])[Cl:22])[cH:11][c:12]([CH3:16])[cH:13][c:14]1[CH3:15]. Reactants: C(CCCCCC#C)C12OCC(CO1)(CO2)CCC (1-(Oct-7-ynyl)-4-propyl-2,6,7-trioxabicyclo[2.2.2]octane), C(CCCCCC#C)O (oct-7-yn-1-ol). The product is C(CCCC#C)C12OCC(CO1)(CO2)CCC (1-(Hex-5-ynyl)-4-propyl-2,6,7-trioxabicyclo[2.2.2]octane). Reaction SMILES: [CH2:1]([C:9]12[O:16][CH2:15][C:12]([CH2:17][CH2:18][CH3:19])([CH2:13][O:14]1)[CH2:11][O:10]2)[CH2:2][CH2:3][CH2:4][CH2:5][CH2:6]C#C.C(O)CCCCCC#C>>[CH2:1]([C:9]12[O:10][CH2:11][C:12]([CH2:17][CH2:18][CH3:19])([CH2:15][O:16]1)[CH2:13][O:14]2)[CH2:2][CH2:3][CH2:4][C:5]#[CH:6]. Reported procedure: In an analogous manner the following compound was also prepared: 1-(Oct-7-ynyl)-4-propyl-2,6,7-trioxabicyclo[2.2.2]octane from oct-7-yn-1-ol (ref British patent 969,816, Chem. Abs, 1965, 62, 1571f). Starting materials: CCOCC, CN(CCO)C1CCCCC1, O=S(Cl)Cl. Product: CN(CCCl)C1CCCCC1. RXN SMILES: [CH2:16]([O:17][CH2:18][CH3:19])[CH3:20].[CH:1]1([N:7]([CH2:8][CH2:9][OH:10])[CH3:11])[CH2:2][CH2:3][CH2:4][CH2:5][CH2:6]1.[S:12]([Cl:13])([Cl:14])=[O:15]>>[CH:1]1([N:7]([CH2:8][CH2:9][Cl:14])[CH3:11])[CH2:2][CH2:3][CH2:4][CH2:5][CH2:6]1. The reactants are CSCOC=1C=C(C=O)C=CC1 (3-Methylsulfanylmethoxy-benzaldehyde), CN (MeNH2). Run in CCO (EtOH). Conditions: temperature 40 celsius. The product is CN=CC1=CC(=CC=C1)OCSC (Methyl-(3-methylsulfanylmethoxy-benzylidene)-amine). RXN SMILES: [CH3:1][S:2][CH2:3][O:4][C:5]1[CH:6]=[C:7]([CH:10]=[CH:11][CH:12]=1)[CH:8]=O.[CH3:13][NH2:14]>CCO>[CH3:13][N:14]=[CH:8][C:7]1[CH:10]=[CH:11][CH:12]=[C:5]([O:4][CH2:3][S:2][CH3:1])[CH:6]=1. Procedure details: 3-Methylsulfanylmethoxy-benzaldehyde from step 1 (3.309 g, 18.16 mmol) was dissolved in EtOH (9 mL). MeNH2 (2.55 mL, 40% in H2O) was added and the mixture was heated to 40° C. for 30 min. Upon cooling, the mixture was concentrated in vacuo. The aqueous residue was diluted with isopropanol and then concentrated in vacuo. This was repeated twice more giving 3.55 g (quant) of a pale yellow oil. Starting materials: CC1(OC[C@@H](O1)CONC(=O)C1=CC=2C(=CN=CC2Br)N1CC1=C(C=C(C=C1)I)F)C (4-bromo-1-(2-fluoro-4-iodo-benzyl)-1H-pyrrolo[2,3-c]pyridine-2-carboxylic acid ((R)-2,2-dimethyl-[1,3]dioxolan-4-ylmethoxy)-amide). Solvent: ClCCl (dichloromethane). Product: O[C@@H](CONC(=O)C1=CC=2C(=CN=CC2Br)N1CC1=C(C=C(C=C1)I)F)CO (4-Bromo-1-(2-fluoro-4-iodo-benzyl)-1H-pyrrolo[2,3-c]pyridine-2-carboxylic acid ((R)-2,3-dihydroxy-propoxy)-amide). The yield is 13.4%. As a reaction SMILES: CC1(C)[O:6][C@@H:5]([CH2:7][O:8][NH:9][C:10]([C:12]2[N:21]([CH2:22][C:23]3[CH:28]=[CH:27][C:26]([I:29])=[CH:25][C:24]=3[F:30])[C:15]3=[CH:16][N:17]=[CH:18][C:19]([Br:20])=[C:14]3[CH:13]=2)=[O:11])[CH2:4][O:3]1>ClCCl>[OH:6][C@H:5]([CH2:4][OH:3])[CH2:7][O:8][NH:9][C:10]([C:12]1[N:21]([CH2:22][C:23]2[CH:28]=[CH:27][C:26]([I:29])=[CH:25][C:24]=2[F:30])[C:15]2=[CH:16][N:17]=[CH:18][C:19]([Br:20])=[C:14]2[CH:13]=1)=[O:11]. Procedure: A solution of 4-bromo-1-(2-fluoro-4-iodo-benzyl)-1H-pyrrolo[2,3-c]pyridine-2-carboxylic acid ((R)-2,2-dimethyl-[1,3]dioxolan-4-ylmethoxy)-amide (40 mg, 66 μmol) in dichloromethane (1.5 ml) was loaded onto a SCX-2 SPE cartridge. The desired compound was eluted from the cartridge with a solution of ammonia in methanol to afford a residue. The residue was further purified by flash chromatography (Si-SPE, ethyl acetate, dichloromethane:methanol 90:10 to 80:20) afforded the title compound as a pale y... Starting materials: CI, O=C1Nc2ccccc2Sc2c1cccc2C(F)(F)F, [H-], [Na+], CN(C)C=O. Product: CN1C(=O)c2cccc(C(F)(F)F)c2Sc2ccccc21. Reaction SMILES: [CH3:23][I:24].[F:1][C:2]([c:3]1[cH:4][cH:5][cH:6][c:7]2[c:13]1[S:12][c:11]1[c:10]([cH:17][cH:16][cH:15][cH:14]1)[NH:9][C:8]2=[O:18])([F:19])[F:20].[H-:21].[Na+:22].[O:25]=[CH:26][N:27]([CH3:28])[CH3:29]>>[F:1][C:2]([c:3]1[cH:4][cH:5][cH:6][c:7]2[c:13]1[S:12][c:11]1[c:10]([cH:17][cH:16][cH:15][cH:14]1)[N:9]([CH3:23])[C:8]2=[O:18])([F:19])[F:20]. The reactants are C1(CCCCCCCCCCC1)O (Cyclododecanol), BrCCCCCC (1-bromohexane), [H-].[Na+] (sodium hydride), oil, one. Run at time 0.03 minute. Yields the product C(CCCCC)OC1CCCCCCCCCCC1 (n-Hexyloxycyclododecane). As a reaction SMILES: [CH:1]1([OH:13])[CH2:12][CH2:11][CH2:10][CH2:9][CH2:8][CH2:7][CH2:6][CH2:5][CH2:4][CH2:3][CH2:2]1.Br[CH2:15][CH2:16][CH2:17][CH2:18][CH2:19][CH3:20].[H-].[Na+]>>[CH2:15]([O:13][CH:1]1[CH2:12][CH2:11][CH2:10][CH2:9][CH2:8][CH2:7][CH2:6][CH2:5][CH2:4][CH2:3][CH2:2]1)[CH2:16][CH2:17][CH2:18][CH2:19][CH3:20] |f:2.3|. Procedure details: Cyclododecanol (20.0 g, 0.11 tool), 1-bromohexane (120.0 g, 0.727 mol), and 60% sodium hydride in mineral oil (5.6 g, 0.14 mol) prepared as in Example 1 were refluxed for 2 hours. A 28.4 g sample (96%) was isolated as in Example 1. GC showed 99% one component; bp 109°-111° C. at 0.03 min. IR (neat, cm-1) 28 38, 2868, 1470, 1452, 1354, 1100 (C-O-C); 13C NMR (ppm, CDC13) 76.90 (α-ring carbon), 68.64 (α-chain carbon), 31.81, 30.31, 2 9.06, 26.00, 24.78, 24.31, 23.29, 22.71, 20.78, 14.10; MS, m/z (r...